From a dataset of the Open Reaction Database (ORD), a public repository of structured organic reaction records. describe an organic reaction: reactants, conditions, products, and yield Starting materials: CC(C)(C)OC(=O)N1CCC(CC(=O)NN2CCNCC2=O)CC1, CCOC(C)=O, O=S(=O)(Cl)c1ccc2cc(Cl)ccc2c1, [Na+], [Na+], O=C([O-])[O-]. The product is CC(C)(C)OC(=O)N1CCC(CC(=O)NN2CCN(S(=O)(=O)c3ccc4cc(Cl)ccc4c3)CC2=O)CC1. Reaction SMILES: [C:1]([CH3:2])([CH3:3])([CH3:4])[O:5][C:6](=[O:7])[N:8]1[CH2:9][CH2:10][CH:11]([CH2:14][C:15](=[O:16])[NH:17][N:18]2[C:19](=[O:24])[CH2:20][NH:21][CH2:22][CH2:23]2)[CH2:12][CH2:13]1.[CH3:46][CH2:47][O:48][C:49](=[O:50])[CH3:51].[Cl:31][c:32]1[cH:33][c:34]2[cH:35][cH:36][c:37]([S:42](=[O:43])(=[O:44])[Cl:45])[cH:38][c:39]2[cH:40][cH:41]1.[Na+:25].[Na+:26].[O-:27][C:28](=[O:29])[O-:30]>>[C:1]([CH3:2])([CH3:3])([CH3:4])[O:5][C:6](=[O:7])[N:8]1[CH2:9][CH2:10][CH:11]([CH2:14][C:15](=[O:16])[NH:17][N:18]2[C:19](=[O:24])[CH2:20][N:21]([S:42]([c:37]3[cH:36][cH:35][c:34]4[cH:33][c:32]([Cl:31])[cH:41][cH:40][c:39]4[cH:38]3)(=[O:43])=[O:44])[CH2:22][CH2:23]2)[CH2:12][CH2:13]1.